This data is from the Open Reaction Database (ORD), a public repository of structured organic reaction records. The task is: describe an organic reaction: reactants, conditions, products, and yield Starting materials: CCOCC, Cc1ccccc1, N#CCCCCl, ClCc1ccc(Cl)cc1, I, [Mg]. Yields the product Clc1ccc(CC2=NCCC2)cc1. RXN SMILES: [CH3:18][CH2:19][O:20][CH2:21][CH3:22].[CH3:23][c:24]1[cH:25][cH:26][cH:27][cH:28][cH:29]1.[Cl:12][CH2:13][CH2:14][CH2:15][C:16]#[N:17].[Cl:3][c:4]1[cH:5][cH:6][c:7]([CH2:8][Cl:9])[cH:10][cH:11]1.[I:2].[Mg:1]>>[Cl:3][c:4]1[cH:5][cH:6][c:7]([CH2:8][C:16]2=[N:17][CH2:13][CH2:14][CH2:15]2)[cH:10][cH:11]1. Reactants: C12C(CC[C@@H](CC1)N2)N[C@H]2[C@@H](CCCC2)NC=2OC(=CN2)C2=CC=C(C=C2)OC(F)(F)F ((1R,2R)—N1-((5R)-8-azabicyclo[3.2.1]octan-2-yl)-N2-(5-(4-(trifluoromethoxy)phenyl)oxazol-2-yl)cyclohexane-1,2-diamine), FC1=CC=C(C=C1)[N+](=O)[O-] (4-fluoronitrobenzene), C(=O)([O-])[O-].[K+].[K+] (K2CO3). Run in CN(C)C=O (DMF). Conditions: temperature 80 celsius. Product: [N+](=O)([O-])C1=CC=C(C=C1)N1C2[C@H](CC(C1)CC2)N[C@H]2[C@@H](CCCC2)NC=2OC(=CN2)C2=CC=C(C=C2)OC(F)(F)F ((1R,2R)—N1-((6S)-2-(4-nitrophenyl)-2-azabicyclo[2.2.2]octan-6-yl)-N2-(5-(4-(trifluoromethoxy)phenyl)oxazol-2-yl)cyclohexane-1,2-diamine). Yield: 16.5%. As a reaction SMILES: [CH:1]12[NH:8][C@H:5]([CH2:6][CH2:7]1)[CH2:4][CH2:3][CH:2]2[NH:9][C@@H:10]1[CH2:15][CH2:14][CH2:13][CH2:12][C@H:11]1[NH:16][C:17]1[O:18][C:19]([C:22]2[CH:27]=[CH:26][C:25]([O:28][C:29]([F:32])([F:31])[F:30])=[CH:24][CH:23]=2)=[CH:20][N:21]=1.F[C:34]1[CH:39]=[CH:38][C:37]([N+:40]([O-:42])=[O:41])=[CH:36][CH:35]=1.C([O-])([O-])=O.[K+].[K+]>CN(C=O)C>[N+:40]([C:37]1[CH:38]=[CH:39][C:34]([N:8]2[CH2:5][CH:4]3[CH2:6][CH2:7][CH:1]2[C@@H:2]([NH:9][C@@H:10]2[CH2:15][CH2:14][CH2:13][CH2:12][C@H:11]2[NH:16][C:17]2[O:18][C:19]([C:22]4[CH:23]=[CH:24][C:25]([O:28][C:29]([F:31])([F:30])[F:32])=[CH:26][CH:27]=4)=[CH:20][N:21]=2)[CH2:3]3)=[CH:35][CH:36]=1)([O-:42])=[O:41] |f:2.3.4|. Procedure details: To a solution of (1R,2R)—N1-((5R)-8-azabicyclo[3.2.1]octan-2-yl)-N2-(5-(4-(trifluoromethoxy)phenyl)oxazol-2-yl)cyclohexane-1,2-diamine (28 mg, 0.062 mmol) and 4-fluoronitrobenzene (9.65 mg, 0.069 mmol) in DMF (0.38 ml) was added K2CO3. The reaction mixture was then heated at 80° C. for 4 hrs. The reaction mixture was partitioned between EtOAc and water. The organic phase was separated, dried over MgSO4, filtered and concentrated. The residue was purified by RP prep-HPLC using method A with two i... Starting materials: Cl.ClC1=C(C=CC=C1)NN (2-chlorophenylhydrazine hydrochloride), C(C)OC(CCCN1C(C=2C(C1=O)=CC=CC2)=O)OCC (4-phthalimidobutyraldehyde diethyl acetal), Cl (HCl). Solvent: C(C)O (ethanol). Product: ClC=1C=CC=C2C(=CNC12)CCN (7-chloro-1 H-indole-3-ethanamine). RXN SMILES: Cl.[Cl:2][C:3]1[CH:8]=[CH:7][CH:6]=[CH:5][C:4]=1[NH:9]N.C(O[CH:14](OCC)[CH2:15][CH2:16][CH2:17][N:18]1C(=O)C2=CC=CC=C2C1=O)C.Cl>C(O)C>[Cl:2][C:3]1[CH:8]=[CH:7][CH:6]=[C:5]2[C:4]=1[NH:9][CH:14]=[C:15]2[CH2:16][CH2:17][NH2:18] |f:0.1|. Procedure: A 10.0 g sample of 2-chlorophenylhydrazine hydrochloride and 17.9 g of 4-phthalimidobutyraldehyde diethyl acetal were stirred in 200 mL ethanol with 1 mL 5N HCl. The mixture was concentrated to a residue which was slurried in a small amount of methylene chloride. A yellow solid was collected and vacuum dried at 40° C. The solid was stirred in 500 mL ethanol. Hydrazine hydrate (14 g) was added and the mixture was heated at reflux for 14 hours. A 60 mL sample of 5N HCl was added and the mixture wa... Starting materials: C(C(C)C)C1=C(C=C(C=C1)C1=C2C(=NO1)C1=CC=C(C=C1CC2)C=C)C(F)(F)F (3-(4-isobutyl-3-(trifluoromethyl)phenyl)-7-vinyl-4,5-dihydronaphtho[1,2-c]isoxazole), C[N+]1(CCOCC1)[O-] (N-methylmorpholine N-oxide), I(=O)(=O)(=O)[O-].[Na+] (sodium periodate). The reagents and catalysts are [Os](=O)(=O)(=O)=O (osmium tetroxide). Solvent: C1CCOC1 (THF), O (water). Conditions: time 60 hour. Product: C(C(C)C)C1=C(C=C(C=C1)C1=C2C(=NO1)C1=CC=C(C=C1CC2)C=O)C(F)(F)F (3-(4-isobutyl-3-(trifluoromethyl)phenyl)-4,5-dihydronaphtho[1,2-c]isoxazole-7-carbaldehyde). The yield is 99.5%. As a reaction SMILES: [CH2:1]([C:5]1[CH:10]=[CH:9][C:8]([C:11]2[O:15][N:14]=[C:13]3[C:16]4[C:21]([CH2:22][CH2:23][C:12]=23)=[CH:20][C:19]([CH:24]=C)=[CH:18][CH:17]=4)=[CH:7][C:6]=1[C:26]([F:29])([F:28])[F:27])[CH:2]([CH3:4])[CH3:3].C[N+]1([O-])CC[O:34]CC1.I([O-])(=O)(=O)=O.[Na+]>C1COCC1.O.[Os](=O)(=O)(=O)=O>[CH2:1]([C:5]1[CH:10]=[CH:9][C:8]([C:11]2[O:15][N:14]=[C:13]3[C:16]4[C:21]([CH2:22][CH2:23][C:12]=23)=[CH:20][C:19]([CH:24]=[O:34])=[CH:18][CH:17]=4)=[CH:7][C:6]=1[C:26]([F:29])([F:28])[F:27])[CH:2]([CH3:4])[CH3:3] |f:2.3|. Procedure: To 3-(4-isobutyl-3-(trifluoromethyl)phenyl)-7-vinyl-4,5-dihydronaphtho[1,2-c]isoxazole (Preparation 23C, 0.3 g, 0.755 mmol) in THF (2 mL) was sequentially added N-methylmorpholine N-oxide (50% in water) (0.35 mL, 0.755 mmol) and osmium tetroxide (4% in water) (0.118 mL, 0.015 mmol) at room temperature. The reaction mixture was stirred at room temperature for 60 h. Next, sodium periodate (0.242 g, 1.132 mmol) dissolved in 1.5 mL of water was added at room temperature. The heterogeneous reaction m... RXN SMILES: [CH3:14][CH:15]([CH2:16][CH2:17][NH:18][C:19](=[O:20])[c:21]1[n:22][n:23][c:24]([N:27]2[CH2:28][CH2:29][NH:30][CH2:31][CH2:32]2)[cH:25][cH:26]1)[CH3:33].[CH3:1][S:2](=[O:3])(=[O:4])[c:5]1[c:6]([C:7](=[O:8])[OH:9])[cH:10][cH:11][cH:12][cH:13]1>>[CH3:1][S:2](=[O:3])(=[O:4])[c:5]1[c:6]([C:7](=[O:9])[N:30]2[CH2:29][CH2:28][N:27]([c:24]3[n:23][n:22][c:21]([C:19]([NH:18][CH2:17][CH2:16][CH:15]([CH3:14])[CH3:33])=[O:20])[cH:26][cH:25]3)[CH2:32][CH2:31]2)[cH:10][cH:11][cH:12][cH:13]1. Yields the product CC(C)CCNC(=O)c1ccc(N2CCN(C(=O)c3ccccc3S(C)(=O)=O)CC2)nn1. Reactants: CC(C)CCNC(=O)c1ccc(N2CCNCC2)nn1, CS(=O)(=O)c1ccccc1C(=O)O. Reactants: CSC1=C(SC=C1)C(=O)O (3-Methylthio-2-thiophenecarboxylic acid), S(=O)(Cl)Cl (thionyl chloride). Yields the product CSC1=C(SC=C1)C(=O)Cl (3-methylthio-2-thiophenecarbonyl chloride). RXN SMILES: [CH3:1][S:2][C:3]1[CH:7]=[CH:6][S:5][C:4]=1[C:8]([OH:10])=O.S(Cl)([Cl:13])=O>>[CH3:1][S:2][C:3]1[CH:7]=[CH:6][S:5][C:4]=1[C:8]([Cl:13])=[O:10]. Reported procedure: 3-Methylthio-2-thiophenecarboxylic acid (prepared according to Carpenter, A. J., et al., Tetrahedron Letters 26:1777 (1985)) (2.61 g, 15.0 mmoles) was reacted with 10 ml of thionyl chloride to give 2.83 g of crude 3-methylthio-2-thiophenecarbonyl chloride as a light yellow solid. The acid chloride was then coupled to 2.57 g (12.2 mmoles) 5-chloro-2-oxindole-1-carboxamide in the presence of 4.47 g (36.6 mmoles) 4-(N,N-dimethylamino)pyridine as described in Example 32 to give 3.73 g of crude produ... The reactants are OC1CCCCC1, O, O=C(O)Cc1ccc(O)cc1, c1ccccc1. Yields the product O=C(Cc1ccc(O)cc1)OC1CCCCC1. Reaction SMILES: [CH:1]1([OH:7])[CH2:2][CH2:3][CH2:4][CH2:5][CH2:6]1.[OH2:25].[OH:8][C:9](=[O:10])[CH2:11][c:12]1[cH:13][cH:14][c:15]([OH:16])[cH:17][cH:18]1.[cH:19]1[cH:20][cH:21][cH:22][cH:23][cH:24]1>>[CH:1]1([O:8][C:9](=[O:10])[CH2:11][c:12]2[cH:13][cH:14][c:15]([OH:16])[cH:17][cH:18]2)[CH2:2][CH2:3][CH2:4][CH2:5][CH2:6]1.